From a dataset of the Open Reaction Database (ORD), a public repository of structured organic reaction records. describe an organic reaction: reactants, conditions, products, and yield The reactants are CO, CCN(C(C)C)C(C)C, CCOC(=O)C(Cc1ccnc(OC)c1)NC(=O)CN. Yields the product COc1cc(CC2NC(=O)CNC2=O)ccn1. As a reaction SMILES: [CH3:30][OH:31].[CH:21]([N:22]([CH2:23][CH3:24])[CH:25]([CH3:26])[CH3:27])([CH3:28])[CH3:29].[NH2:1][CH2:2][C:3](=[O:4])[NH:5][CH:6]([CH2:7][c:8]1[cH:9][c:10]([O:14][CH3:15])[n:11][cH:12][cH:13]1)[C:16]([O:18][CH2:17][CH3:19])=[O:20]>>[NH:1]1[CH2:2][C:3](=[O:4])[NH:5][CH:6]([CH2:7][c:8]2[cH:9][c:10]([O:14][CH3:15])[n:11][cH:12][cH:13]2)[C:16]1=[O:18]. Yields the product ClC1=CC=C2C=CC(=NC2=N1)N1C(C2=CC=CC=C2C1OC(=O)NC(C)CC)=O (2-(7-Chloro-1,8-naphthyridin-2-yl)-3-sec-butylaminocarbonyloxy-isoindolin-1-one). Reactants: ClC1=CC=C2C=CC(=NC2=N1)N1C(C2=CC=CC=C2C1OC(=O)OC1=CC=CC=C1)=O (2-(7-chloro-1,8-naphthyridin-2-yl)-3-phenoxycarbonyloxy-isoindolin-1-one), C(C)(CC)N (sec-butylamine). Reaction conditions: temperature 65 celsius. Run in C(C)(C)OC(C)C (diisopropyl ether). Procedure: A mixture of 2-(7-chloro-1,8-naphthyridin-2-yl)-3-phenoxycarbonyloxy-isoindolin-1-one (8.6 g.) and sec-butylamine (40 cc.) is heated at 65° C. until dissolution. The reaction mixture is then diluted with diisopropyl ether (240 cc.). The precipitate formed is filtered off and recrystallised from acetonitrile (60 cc.). 2-(7-Chloro-1,8-naphthyridin-2-yl)-3-sec-butylaminocarbonyloxy-isoindolin-1-one (3 g.), melting at 220°-222° C., is thus obtained. Reaction SMILES: [Cl:1][C:2]1[N:11]=[C:10]2[C:5]([CH:6]=[CH:7][C:8]([N:12]3[CH:20]([O:21][C:22](OC4C=CC=CC=4)=[O:23])[C:19]4[C:14](=[CH:15][CH:16]=[CH:17][CH:18]=4)[C:13]3=[O:31])=[N:9]2)=[CH:4][CH:3]=1.[CH:32]([NH2:36])([CH2:34][CH3:35])[CH3:33]>C(OC(C)C)(C)C>[Cl:1][C:2]1[N:11]=[C:10]2[C:5]([CH:6]=[CH:7][C:8]([N:12]3[CH:20]([O:21][C:22]([NH:36][CH:32]([CH2:34][CH3:35])[CH3:33])=[O:23])[C:19]4[C:14](=[CH:15][CH:16]=[CH:17][CH:18]=4)[C:13]3=[O:31])=[N:9]2)=[CH:4][CH:3]=1.